Dataset: the Open Reaction Database (ORD), a public repository of structured organic reaction records. Task: describe an organic reaction: reactants, conditions, products, and yield Reactants: COC1=CC=C(C(=O)Cl)C=C1C(F)(F)F (4-methoxy-5-trifluoromethylbenzoyl chloride), COC1=CC(=C(C(=O)O)C=C1)C(F)(F)F (4-methoxy-2-trifluoromethylbenzoic acid), S(=O)(Cl)Cl (thionyl chloride), NC1=CC=C(C=C1)C=1SC2=C(N1)C=CC(=C2)OC (2-(4-aminophenyl)-6-methoxybenzo thiazole), Amide. Run in N1=CC=CC=C1 (pyridine). The product is FC(C1=C(C(=O)NC2=CC=C(C=C2)C=2SC3=C(N2)C=CC(=C3)OC)C=CC(=C1)OC)(F)F (2-Trifluoromethyl-N-[4-(6-methoxy-1,3-benzothiazol-2-yl)phenyl]-4-(methoxy)benzamide). Isolated yield 45.9%. RXN SMILES: [CH3:1][O:2][C:3]1[CH:11]=[CH:10][C:6]([C:7]([OH:9])=O)=[C:5]([C:12]([F:15])([F:14])[F:13])[CH:4]=1.S(Cl)(Cl)=O.COC1C(C(F)(F)F)=CC(C(Cl)=O)=CC=1.[NH2:35][C:36]1[CH:41]=[CH:40][C:39]([C:42]2[S:43][C:44]3[CH:50]=[C:49]([O:51][CH3:52])[CH:48]=[CH:47][C:45]=3[N:46]=2)=[CH:38][CH:37]=1>N1C=CC=CC=1>[F:13][C:12]([F:15])([F:14])[C:5]1[CH:4]=[C:3]([O:2][CH3:1])[CH:11]=[CH:10][C:6]=1[C:7]([NH:35][C:36]1[CH:37]=[CH:38][C:39]([C:42]2[S:43][C:44]3[CH:50]=[C:49]([O:51][CH3:52])[CH:48]=[CH:47][C:45]=3[N:46]=2)=[CH:40][CH:41]=1)=[O:9]. Procedure: A stirred mixture of 4-methoxy-2-trifluoromethylbenzoic acid (0.50 g, 2.27 mmol) and thionyl chloride (9 ml) was heated under reflux for 4 h. After cooling to room temperature, the excess reagent was removed under reduced pressure to give crude acid chloride. The amide was prepared as described in the Amide Coupling section using the crude 4-methoxy-5-trifluoromethylbenzoyl chloride and 2-(4-aminophenyl)-6-methoxybenzo thiazole (0.58 g, 2.27 mmol) in dry pyridine (15 ml) to give the title compou... Starting materials: CC(C)(C)[Si](C)(C)OCCOCCOCCOCCO, BrC(Br)(Br)Br, ClCCl, c1ccc(P(c2ccccc2)c2ccccc2)cc1, c1ccncc1. Yields the product CC(C)(C)[Si](C)(C)OCCOCCOCCOCCBr. Reaction SMILES: [C:1]([CH3:2])([CH3:3])([CH3:4])[Si:5]([O:6][CH2:7][CH2:8][O:9][CH2:10][CH2:11][O:12][CH2:13][CH2:14][O:15][CH2:16][CH2:17][OH:18])([CH3:19])[CH3:20].[C:21]([Br:22])([Br:23])([Br:24])[Br:25].[Cl:51][CH2:52][Cl:53].[c:32]1([P:33]([c:34]2[cH:35][cH:36][cH:37][cH:38][cH:39]2)[c:40]2[cH:41][cH:42][cH:43][cH:44][cH:45]2)[cH:46][cH:47][cH:48][cH:49][cH:50]1.[cH:26]1[cH:27][cH:28][n:29][cH:30][cH:31]1>>[C:1]([CH3:2])([CH3:3])([CH3:4])[Si:5]([O:6][CH2:7][CH2:8][O:9][CH2:10][CH2:11][O:12][CH2:13][CH2:14][O:15][CH2:16][CH2:17][Br:22])([CH3:19])[CH3:20]. Starting materials: COc1cc2sc(N(C)C)c(C(=O)c3ccc([N+](=O)[O-])cc3)c2cc1F, OC1CCCCC1N1CCCCC1. Yields the product COc1cc2sc(N(C)C)c(C(=O)c3ccc(OC4CCCCC4N4CCCCC4)cc3)c2cc1F. Reaction SMILES: [N+:1]([O-:2])(=[O:3])[c:4]1[cH:5][cH:6][c:7]([C:10](=[O:11])[c:12]2[c:13]3[c:14]([s:15][c:16]2[N:17]([CH3:18])[CH3:19])[cH:20][c:21]([O:25][CH3:26])[c:22]([F:24])[cH:23]3)[cH:8][cH:9]1.[N:27]1([CH:33]2[CH:34]([OH:39])[CH2:35][CH2:36][CH2:37][CH2:38]2)[CH2:28][CH2:29][CH2:30][CH2:31][CH2:32]1>>[c:4]1([O:39][CH:34]2[CH:33]([N:27]3[CH2:28][CH2:29][CH2:30][CH2:31][CH2:32]3)[CH2:38][CH2:37][CH2:36][CH2:35]2)[cH:5][cH:6][c:7]([C:10](=[O:11])[c:12]2[c:13]3[c:14]([s:15][c:16]2[N:17]([CH3:18])[CH3:19])[cH:20][c:21]([O:25][CH3:26])[c:22]([F:24])[cH:23]3)[cH:8][cH:9]1. Starting materials: CC[SiH](CC)CC, O=C(O)C(F)(F)F, CC1CC2=C(CCC(Cc3ccc(O)cc3)C2)NC1=O. Product: CC1CC2CC(Cc3ccc(O)cc3)CCC2NC1=O. Reaction SMILES: [CH2:28]([SiH:29]([CH2:30][CH3:31])[CH2:32][CH3:33])[CH3:34].[F:21][C:22]([F:23])([F:24])[C:25]([OH:26])=[O:27].[OH:1][c:2]1[cH:3][cH:4][c:5]([CH2:8][CH:9]2[CH2:10][C:11]3=[C:16]([NH:15][C:14](=[O:19])[CH:13]([CH3:20])[CH2:12]3)[CH2:17][CH2:18]2)[cH:6][cH:7]1>>[OH:1][c:2]1[cH:3][cH:4][c:5]([CH2:8][CH:9]2[CH2:10][CH:11]3[CH2:12][CH:13]([CH3:20])[C:14](=[O:19])[NH:15][CH:16]3[CH2:17][CH2:18]2)[cH:6][cH:7]1. Procedure: To 400 mg of 1-methyl-2-veratrylamino-5-methoxycarbonylpyrimidinium hydroxide dissolved in 15 ml of anhydrous tetrahydrofuran, are added 85 μl (1.1 eq; 1.31 mmol) of methanesulfonic acid. The mixture is stirred under argon at room temperature for one hour. The precipitate is filtered, rinsed with tetrahydrofuran and ether and then dried (weight: 490 mg--yield: 96%). Starting materials: [OH-].C[N+]1=C(N=CC(=C1)C(=O)OC)NCC1=CC(OC)=C(OC)C=C1 (1-methyl-2-veratrylamino-5-methoxycarbonylpyrimidinium hydroxide), CS(=O)(=O)O (methanesulfonic acid). Product: S(=O)(=O)([O-])[O-].C[N+]1=C(N=CC(=C1)C(=O)OC)NCC1=CC(OC)=C(OC)C=C1.C[N+]1=C(N=CC(=C1)C(=O)OC)NCC1=CC(OC)=C(OC)C=C1 (1-Methyl-2-veratrylamino-5-methoxycarbonylpyrimidinium sulfate). As a reaction SMILES: [OH-:1].[CH3:2][N+:3]1[CH:8]=[C:7]([C:9]([O:11][CH3:12])=[O:10])[CH:6]=[N:5][C:4]=1[NH:13][CH2:14][C:15]1[CH:24]=[CH:23][C:20]([O:21][CH3:22])=[C:17]([O:18][CH3:19])[CH:16]=1.C[S:26]([OH:29])(=[O:28])=[O:27]>O1CCCC1>[S:26]([O-:29])([O-:1])(=[O:28])=[O:27].[CH3:2][N+:3]1[CH:8]=[C:7]([C:9]([O:11][CH3:12])=[O:10])[CH:6]=[N:5][C:4]=1[NH:13][CH2:14][C:15]1[CH:24]=[CH:23][C:20]([O:21][CH3:22])=[C:17]([O:18][CH3:19])[CH:16]=1.[CH3:2][N+:3]1[CH:8]=[C:7]([C:9]([O:11][CH3:12])=[O:10])[CH:6]=[N:5][C:4]=1[NH:13][CH2:14][C:15]1[CH:24]=[CH:23][C:20]([O:21][CH3:22])=[C:17]([O:18][CH3:19])[CH:16]=1 |f:0.1,4.5.6|. Yield: 96.0%. Run in O1CCCC1 (tetrahydrofuran). Run at time 1 hour. Starting materials: C(C)C=1C=C(C=CC1)CCC1=C(N=C(O1)C)C(=O)O (5-[2-(3-Ethylphenyl)ethyl]-2-methyloxazole-4-carboxylic acid). Reported procedure: A solution of the product from step (vii) (9.5 g) in thionyl chloride (100 ml) was stirred at room temperature for 4 days. After removal of solvent under reduced pressure, the residue was dissolved in 1,2-dichloroethane (200 ml) and treated with aluminium chloride (23 g). The reaction mixture was heated at reflux for 1 hour and allowed to cool. The resultant suspension was partitioned between 10% hydrochloric acid and dichloromethane. The combined extracts were evaporated, triturated with aceton... Yields the product C(C)C=1C=CC2=C(CCC3=C(N=C(O3)C)C2=O)C1 (7-Ethyl-9,10-dihydro-2-methyl-4H-benzo[5,6]cyclohepta[1,2-d]oxazole-4-one). The solvent is S(=O)(Cl)Cl (thionyl chloride). As a reaction SMILES: [CH2:1]([C:3]1[CH:4]=[C:5]([CH2:9][CH2:10][C:11]2[O:15][C:14]([CH3:16])=[N:13][C:12]=2[C:17]([OH:19])=O)[CH:6]=[CH:7][CH:8]=1)[CH3:2]>S(Cl)(Cl)=O>[CH2:1]([C:3]1[CH:8]=[CH:7][C:6]2[C:17](=[O:19])[C:12]3[N:13]=[C:14]([CH3:16])[O:15][C:11]=3[CH2:10][CH2:9][C:5]=2[CH:4]=1)[CH3:2]. Reactants: pyridinium bromide perbromide, C(=O)([O-])[O-].[Na+].[Na+] (Na2CO3), COC1=CC=C(C=C1)C=1NC=C(N1)C (2-(p-Methoxyphenyl)-4-methylimidazole), hydrobromide salt. Solvent: CC#N (CH3CN), CC#N (CH3CN), CC#N (CH3CN), O (H2O). Conditions: time 30 minute. Yields the product BrC1=C(N=C(N1)C1=CC=C(C=C1)OC)C (5-Bromo-2-(p-methoxyphenyl)-4-methyl-imidazole). Isolated yield 37.6%. RXN SMILES: [CH3:1][O:2][C:3]1[CH:8]=[CH:7][C:6]([C:9]2[NH:10][CH:11]=[C:12]([CH3:14])[N:13]=2)=[CH:5][CH:4]=1.C1C=C[NH+]=CC=1.[Br:21][Br-]Br.C([O-])([O-])=O.[Na+].[Na+]>CC#N.O>[Br:21][C:11]1[NH:10][C:9]([C:6]2[CH:5]=[CH:4][C:3]([O:2][CH3:1])=[CH:8][CH:7]=2)=[N:13][C:12]=1[CH3:14] |f:1.2,3.4.5|. Reported procedure: 2-(p-Methoxyphenyl)-4-methylimidazole, (5.0 g, 0.0265 mole), was dissolved in CH3CN (250 ml) at the boiling point. The solution was cooled to room temperature and stirred while a solution of pyridinium bromide perbromide (7.0 g) in CH3CN (70 ml) was added dropwise. A precipitate separated as the addition was completed (30 min) and stirring was continued for 30 minutes. The mixture was poured into water (1.5 L) and the precipitated hydrobromide salt was collected. The filtrate was made basic with... The reactants are COC(=O)C=1C=C(C=CC1C(=O)OC)C1=CC(=CC=C1)NCCN(C(=O)OC(C)(C)C)C[C@H](O[Si](C)(C)C(C)(C)C)C1=CC(=CC=C1)Cl ((R)-3′-[[2-[[2-(3-chlorophenyl)-2-[[(tert-butyl)dimethylsilyl]oxy]ethyl][(tert-butoxy)carbonyl]amino]ethyl]amino]-[1,1′-biphenyl]-3,4-dicarboxylic acid dimethyl ester). Run in Cl (hydrochloric acid), O1CCOCC1 (dioxane). Yields the product Cl.Cl.COC(=O)C=1C=C(C=CC1C(=O)OC)C1=CC(=CC=C1)NCCNC[C@H](O)C1=CC(=CC=C1)Cl ((R)-3′-[[2-[[2-(3-Chlorophenyl)-2-hydroxyethyl]amino]ethyl]amino]-[1,1′-biphenyl]-3,4-dicarboxylic acid dimethyl ester dihydrochloride). RXN SMILES: [CH3:1][O:2][C:3]([C:5]1[CH:6]=[C:7]([C:15]2[CH:20]=[CH:19][CH:18]=[C:17]([NH:21][CH2:22][CH2:23][N:24]([CH2:32][C@@H:33]([C:42]3[CH:47]=[CH:46][CH:45]=[C:44]([Cl:48])[CH:43]=3)[O:34][Si](C(C)(C)C)(C)C)C(OC(C)(C)C)=O)[CH:16]=2)[CH:8]=[CH:9][C:10]=1[C:11]([O:13][CH3:14])=[O:12])=[O:4]>Cl.O1CCOCC1>[ClH:48].[ClH:48].[CH3:1][O:2][C:3]([C:5]1[CH:6]=[C:7]([C:15]2[CH:20]=[CH:19][CH:18]=[C:17]([NH:21][CH2:22][CH2:23][NH:24][CH2:32][C@@H:33]([C:42]3[CH:47]=[CH:46][CH:45]=[C:44]([Cl:48])[CH:43]=3)[OH:34])[CH:16]=2)[CH:8]=[CH:9][C:10]=1[C:11]([O:13][CH3:14])=[O:12])=[O:4] |f:3.4.5|. Reported procedure: Assay Found: C 55.03; H 5.36; N 5.04%; C26H27Cl1N2O5.0.64H2O requires C 55.04; H 5.38; N 4.94%; from (R)-3′-[[2-[[2-(3-chlorophenyl)-2-[[(tert-butyl)dimethylsilyl]oxy]ethyl][(tert-butoxy)carbonyl]amino]ethyl]amino]-[1,1′-biphenyl]-3,4-dicarboxylic acid dimethyl ester (1.1 g) in 4 N hydrochloric acid in dioxane (10 mL).